From a dataset of the Open Reaction Database (ORD), a public repository of structured organic reaction records. describe an organic reaction: reactants, conditions, products, and yield Reactants: C(C)OC(=O)C=1N=C(SC1)N1CCC(CC1)O (1-(4-ethoxycarbonyl-1,3-thiazol-2-yl)-4-hydroxypiperidine), [Si](C)(C)(C(C)(C)C)Cl (t-butyldimethylsilyl chloride), N1C=NC=C1 (imidazole), C(C)O (ethanol). Solvent: CN(C=O)C (dimethylformamide). Reaction conditions: time 10 minute. The product is [Si](C)(C)(C(C)(C)C)OC1CCN1C=1SC=C(N1)C(=O)OCC (4-t-butyidimethylsilyloxy-1-(4-ethoxycarbonyl-1,3-thiazol-2-yl)azetidine). Isolated yield 103.3%. RXN SMILES: [CH2:1]([O:3][C:4]([C:6]1[N:7]=[C:8]([N:11]2[CH2:16][CH2:15][CH:14]([OH:17])CC2)[S:9][CH:10]=1)=[O:5])[CH3:2].[Si:18](Cl)([C:21]([CH3:24])([CH3:23])[CH3:22])([CH3:20])[CH3:19].N1C=CN=C1.C(O)C>CN(C)C=O>[Si:18]([O:17][CH:14]1[N:11]([C:8]2[S:9][CH:10]=[C:6]([C:4]([O:3][CH2:1][CH3:2])=[O:5])[N:7]=2)[CH2:16][CH2:15]1)([C:21]([CH3:24])([CH3:23])[CH3:22])([CH3:20])[CH3:19]. Reported procedure: To a solution of 1-(4-ethoxycarbonyl-1,3-thiazol-2-yl)-4-hydroxypiperidine (1.00 g, 3.90 mmol) (obtained as described in Reference Example 13(2)) in dimethylformamide (50 ml) were added t-butyldimethylsilyl chloride (1.2 g, 7.96 mmol) and imidazole (0.6 g, 8.8 mmol) in an ice bath. The reaction mixture was brought to room temperature in 10 minutes and then stirred for 18 hours. After checking the completion of the reaction, ethanol was added thereto in an ice bath, and the reaction mixture was t... Starting materials: Brc1ccc2[nH]cc(CCN3CCCC3)c2c1, [H-], [Na+], C1CCOC1, O, Cc1ccc(S(=O)(=O)Cl)cc1. Product: Cc1ccc(S(=O)(=O)n2cc(CCN3CCCC3)c3cc(Br)ccc32)cc1. RXN SMILES: [Br:1][c:2]1[cH:3][c:4]2[c:5]([CH2:11][CH2:12][N:13]3[CH2:14][CH2:15][CH2:16][CH2:17]3)[cH:6][nH:7][c:8]2[cH:9][cH:10]1.[H-:18].[Na+:19].[O:32]1[CH2:33][CH2:34][CH2:35][CH2:36]1.[OH2:31].[c:20]1([CH3:30])[cH:21][cH:22][c:23]([S:26](=[O:27])(=[O:28])[Cl:29])[cH:24][cH:25]1>>[Br:1][c:2]1[cH:3][c:4]2[c:5]([CH2:11][CH2:12][N:13]3[CH2:14][CH2:15][CH2:16][CH2:17]3)[cH:6][n:7]([S:26]([c:23]3[cH:22][cH:21][c:20]([CH3:30])[cH:25][cH:24]3)(=[O:27])=[O:28])[c:8]2[cH:9][cH:10]1. The reactants are NN=C(c1ccccc1)c1ccccc1, O=C([O-])[O-], Cc1ccccc1, [Cs+], [Cs+], COc1cccc(C)c1OS(=O)(=O)C(F)(F)F, CC(=O)[O-], CC(=O)[O-], [Pd+2], c1ccc(P(c2ccccc2)c2ccc3ccccc3c2-c2c(P(c3ccccc3)c3ccccc3)ccc3ccccc23)cc1. The product is COc1cccc(C)c1NN=C(c1ccccc1)c1ccccc1. RXN SMILES: [C:18]([c:19]1[cH:20][cH:21][cH:22][cH:23][cH:24]1)([c:25]1[cH:26][cH:27][cH:28][cH:29][cH:30]1)=[N:31][NH2:32].[C:79](=[O:80])([O-:81])[O-:82].[CH3:85][c:86]1[cH:87][cH:88][cH:89][cH:90][cH:91]1.[Cs+:83].[Cs+:84].[F:1][C:2]([F:3])([F:4])[S:5]([O:6][c:7]1[c:8]([O:14][CH3:15])[cH:9][cH:10][cH:11][c:12]1[CH3:13])(=[O:16])=[O:17].[O-:93][C:94]([CH3:95])=[O:96].[O-:97][C:98]([CH3:99])=[O:100].[Pd+2:92].[cH:33]1[cH:34][cH:35][c:36]([P:37]([c:38]2[cH:39][cH:40][c:41]3[c:42]([cH:43][cH:44][cH:45][cH:46]3)[c:47]2-[c:48]2[c:49]3[c:50]([cH:51][cH:52][cH:53][cH:54]3)[cH:55][cH:56][c:57]2[P:58]([c:59]2[cH:60][cH:61][cH:62][cH:63][cH:64]2)[c:65]2[cH:66][cH:67][cH:68][cH:69][cH:70]2)[c:71]2[cH:72][cH:73][cH:74][cH:75][cH:76]2)[cH:77][cH:78]1>>[c:7]1([NH:32][N:31]=[C:18]([c:19]2[cH:20][cH:21][cH:22][cH:23][cH:24]2)[c:25]2[cH:26][cH:27][cH:28][cH:29][cH:30]2)[c:8]([O:14][CH3:15])[cH:9][cH:10][cH:11][c:12]1[CH3:13]. The reactants are F[C@@]12[C@]3(C=CC(C=C3CC[C@H]1[C@@H]1CCC([C@@]1(C)C[C@@H]2O)=O)=O)C (9-fluoro-11β-hydroxyandrosta-1,4-diene-3,17-dione), C1(=CC=CC=C1)S (thiophenol), B(F)(F)F (boron trifluoride). Solvent: ClCCl (dichloromethane), C(C)(=O)O (acetic acid), C(Cl)(Cl)Cl (chloroform). Product: F[C@@]12[C@]3(C=CC(C=C3CC[C@H]1[C@@H]1CCC([C@@]1(C)C[C@@H]2O)(SC2=CC=CC=C2)SC2=CC=CC=C2)=O)C (9-Fluoro-11β-hydroxy-17,17-bis(phenylthio)-androsta-1,4-dien-3-one). Isolated yield 78.8%. As a reaction SMILES: [F:1][C@:2]12[C@@H:19]([OH:20])[CH2:18][C@@:16]3([CH3:17])[C@@H:12]([CH2:13][CH2:14][C:15]3=O)[C@@H:11]1[CH2:10][CH2:9][C:8]1[C@:3]2([CH3:23])[CH:4]=[CH:5][C:6](=[O:22])[CH:7]=1.[C:24]1([SH:30])[CH:29]=[CH:28][CH:27]=[CH:26][CH:25]=1.B(F)(F)F>ClCCl.C(O)(=O)C.C(Cl)(Cl)Cl>[F:1][C@:2]12[C@@H:19]([OH:20])[CH2:18][C@@:16]3([CH3:17])[C@@H:12]([CH2:13][CH2:14][C:15]3([S:30][C:24]3[CH:29]=[CH:28][CH:27]=[CH:26][CH:25]=3)[S:30][C:24]3[CH:29]=[CH:28][CH:27]=[CH:26][CH:25]=3)[C@@H:11]1[CH2:10][CH2:9][C:8]1[C@:3]2([CH3:23])[CH:4]=[CH:5][C:6](=[O:22])[CH:7]=1. Reported procedure: A solution of 9.0 g of 9-fluoro-11β-hydroxyandrosta-1,4-diene-3,17-dione in 50 ml of dichloromethane and 50 ml of glacial acetic acid is stirred with 18.68 g of thiophenol and 7.5 ml of boron trifluoride ethereate at room temperature under nitrogen. After 50 minutes the solution is diluted with 350 ml of chloroform. The chloroform solution is washed successively with water, saturated sodium bicarbonate solution and water, dried over anhydrous sodium sulfate and evaporated in vacuo to give 11.6 g... The reactants are [NH4+].[Cl-] (NH4Cl), C(CCC)[Li] (n-Butyllithium), BrC1=CC=CC(=N1)OC (6-bromo-2-methoxypyridine), C(C)(C)(C)N=C=O (t-butylisocyanate). The solvent is C1CCOC1 (THF). Reaction conditions: temperature -78 celsius, time 20 minute. The product is C(C)(C)(C)NC(=O)C1=NC(=CC=C1)OC (6-methoxypyridine-2-carboxylic acid t-butylamide). The yield is 84.8%. As a reaction SMILES: C([Li])CCC.Br[C:7]1[N:12]=[C:11]([O:13][CH3:14])[CH:10]=[CH:9][CH:8]=1.[C:15]([N:19]=[C:20]=[O:21])([CH3:18])([CH3:17])[CH3:16].[NH4+].[Cl-]>C1COCC1>[C:15]([NH:19][C:20]([C:7]1[CH:8]=[CH:9][CH:10]=[C:11]([O:13][CH3:14])[N:12]=1)=[O:21])([CH3:18])([CH3:17])[CH3:16] |f:3.4|. Reported procedure: n-Butyllithium (18.25 mmole) was added dropwise to a cooled solution of 6-bromo-2-methoxypyridine (3.12 g, 16.6 mmole, prepared from 2,6-dibromopyridine (Aldrich) according to Comins and Killpack, J. Org. Chem., 55:69-73 (1990)) in 40 mL of THF at -78° C., the resulting orange solution was stirred for 20 minutes at -78° C., and t-butylisocyanate (26.3 mmole) was added with a syringe. The mixture was stirred for 30 minutes at -78° C., warmed to room temperature, then saturated NH4Cl (20 mL) was a... Reactants: COC([C@@H](NC([C@H](NC([C@@H](NC([C@@H](NC(=O)OCC1=CC=CC=C1)CO)=O)CC1=CC=C(C=C1)O)=O)CC1=CNC2=CC=CC=C12)=O)CC(C)C)=O (Nα -Benzyloxycarbonyl-L-seryl-L-tyrosyl-D-tryptophyl-L-leucine methyl ester), [H][H] (hydrogen). The reagents and catalysts are [Pd] (palladium-on-carbon). Solvent: CO (methanol). The product is COC([C@@H](NC([C@H](NC([C@@H](NC([C@@H](N)CO)=O)CC1=CC=C(C=C1)O)=O)CC1=CNC2=CC=CC=C12)=O)CC(C)C)=O (L-Seryl-L-tyrosyl-D-tryptophyl-L-leucine methyl ester). Reaction SMILES: [CH3:1][O:2][C:3](=[O:52])[C@H:4]([CH2:48][CH:49]([CH3:51])[CH3:50])[NH:5][C:6](=[O:47])[C@@H:7]([CH2:37][C:38]1[C:46]2[C:41](=[CH:42][CH:43]=[CH:44][CH:45]=2)[NH:40][CH:39]=1)[NH:8][C:9](=[O:36])[C@H:10]([CH2:28][C:29]1[CH:34]=[CH:33][C:32]([OH:35])=[CH:31][CH:30]=1)[NH:11][C:12](=[O:27])[C@H:13]([CH2:25][OH:26])[NH:14]C(OCC1C=CC=CC=1)=O.[H][H]>[Pd].CO>[CH3:1][O:2][C:3](=[O:52])[C@H:4]([CH2:48][CH:49]([CH3:50])[CH3:51])[NH:5][C:6](=[O:47])[C@@H:7]([CH2:37][C:38]1[C:46]2[C:41](=[CH:42][CH:43]=[CH:44][CH:45]=2)[NH:40][CH:39]=1)[NH:8][C:9](=[O:36])[C@H:10]([CH2:28][C:29]1[CH:34]=[CH:33][C:32]([OH:35])=[CH:31][CH:30]=1)[NH:11][C:12](=[O:27])[C@H:13]([CH2:25][OH:26])[NH2:14]. Procedure details: Nα -Benzyloxycarbonyl-L-seryl-L-tyrosyl-D-tryptophyl-L-leucine methyl ester, 9.0 g., is dissolved in 850 ml. of boiling methanol. The solution is shaken with hydrogen and 1200 mg. of 20% palladium-on-carbon at room temperature and atmospheric pressure. The reaction is complete in thirty to forty minutes as shown by thin layer chromatography. The reaction mixture is filtered, the solvent evaporated from the filtrate and the residue dried under reduced pressure, 7.1 g., and is used without purific... Starting materials: C(C1=CC=CC=C1)OC(=O)N[C@@H](CCSC)C(=O)N[C@H](C)C(=O)OC(C)(C)C (tert-butyl N-[(benzyloxy)carbonyl]-l-methionyl-D-alaninate), CI (methyl iodide), resin. The solvent is C(C)#N (acetonitrile), CC(=O)C (acetone). Reaction conditions: time 72 hour. Yields the product C(C1=CC=CC=C1)OC(=O)N[C@@H]1C(N(CC1)[C@H](C(=O)OC(C)(C)C)C)=O (tert-Butyl (2S)-2-((3S)-3-{[(benzyloxy)carbonyl]amino}-2-oxopyrrolidin-1-yl)propanoate). Isolated yield 27.8%. Reaction SMILES: [CH2:1]([O:8][C:9]([NH:11][C@H:12]([C:17]([NH:19][C@@H:20]([C:22]([O:24][C:25]([CH3:28])([CH3:27])[CH3:26])=[O:23])[CH3:21])=[O:18])[CH2:13][CH2:14]SC)=[O:10])[C:2]1[CH:7]=[CH:6][CH:5]=[CH:4][CH:3]=1.CI>CC(C)=O.C(#N)C>[CH2:1]([O:8][C:9]([NH:11][C@H:12]1[CH2:13][CH2:14][N:19]([C@@H:20]([CH3:21])[C:22]([O:24][C:25]([CH3:28])([CH3:27])[CH3:26])=[O:23])[C:17]1=[O:18])=[O:10])[C:2]1[CH:7]=[CH:6][CH:5]=[CH:4][CH:3]=1. Procedure details: A solution of tert-butyl N-[(benzyloxy)carbonyl]-l-methionyl-D-alaninate (11.9 g) in acetone (75 ml) was treated with methyl iodide (18 ml) and stirred at room temperature for 72 h. The reaction mixture was then concentrated under reduced pressure to give an orange solid which was dissolved in acetonitrile (200 ml). Dowex (OH− form) resin (19.42 g) was added and the mixture stirred for 18 h at room temperature. The mixture was filtered and the resin washed with ethyl acetate. The filtrate was ev...